From a dataset of the Open Reaction Database (ORD), a public repository of structured organic reaction records. describe an organic reaction: reactants, conditions, products, and yield Reactants: FC(F)(F)c1cnc(Cl)c(Cl)c1, CC(C)(C)N1C(=O)C(NCCN)=C(c2ccccc2)S1(=O)=O, CN(C)C=O. Product: CC(C)(C)N1C(=O)C(NCCNc2ncc(C(F)(F)F)cc2Cl)=C(c2ccccc2)S1(=O)=O. Reaction SMILES: [Cl:23][c:24]1[n:25][cH:26][c:27]([C:31]([F:32])([F:33])[F:34])[cH:28][c:29]1[Cl:30].[NH2:1][CH2:2][CH2:3][NH:4][C:5]1=[C:9]([c:10]2[cH:11][cH:12][cH:13][cH:14][cH:15]2)[S:8](=[O:16])(=[O:17])[N:7]([C:18]([CH3:19])([CH3:20])[CH3:21])[C:6]1=[O:22].[O:35]=[CH:36][N:37]([CH3:38])[CH3:39]>>[NH:1]([CH2:2][CH2:3][NH:4][C:5]1=[C:9]([c:10]2[cH:11][cH:12][cH:13][cH:14][cH:15]2)[S:8](=[O:16])(=[O:17])[N:7]([C:18]([CH3:19])([CH3:20])[CH3:21])[C:6]1=[O:22])[c:24]1[n:25][cH:26][c:27]([C:31]([F:32])([F:33])[F:34])[cH:28][c:29]1[Cl:30]. Starting materials: C1(=CC=CC=C1)C1(C2=CC=CC=C2C=2N=CN=CC21)O (5-phenyl-5H-indeno[1,2-d]pyrimidin-5-ol), C1=CC=CC=C1 (benzene), S(=O)(Cl)Cl (thionyl chloride). Product: ClC1(C2=CC=CC=C2C=2N=CN=CC21)C2=CC=CC=C2 (5-chloro-5-phenyl-5H-indeno[1,2-d]pyrimidine). RXN SMILES: [C:1]1([C:7]2(O)[C:19]3[CH:18]=[N:17][CH:16]=[N:15][C:14]=3[C:13]3[C:8]2=[CH:9][CH:10]=[CH:11][CH:12]=3)[CH:6]=[CH:5][CH:4]=[CH:3][CH:2]=1.C1C=CC=CC=1.S(Cl)([Cl:29])=O>>[Cl:29][C:7]1([C:1]2[CH:6]=[CH:5][CH:4]=[CH:3][CH:2]=2)[C:19]2[CH:18]=[N:17][CH:16]=[N:15][C:14]=2[C:13]2[C:8]1=[CH:9][CH:10]=[CH:11][CH:12]=2. Procedure: Five grams of 5-phenyl-5H-indeno[1,2-d]pyrimidin-5-ol were stirred at reflux temperature in 25 ml of thionyl chloride and 100 ml of benzene for 5 hours. The solvents were removed by evaporation and the residue was tritrated with benzene and filtered. The solid was crystallized from diethyl ether to provide 3 g of the desired title product, m.p. 119°-120° C. Reactants: CC(=O)Nc1cccc(-c2nc(Br)cc(N3CCOCC3)n2)c1, O=C([O-])O, COCCOC, COc1ncc(B(O)O)cn1, [Na+], c1ccc(P(c2ccccc2)(c2ccccc2)[Pd](P(c2ccccc2)(c2ccccc2)c2ccccc2)(P(c2ccccc2)(c2ccccc2)c2ccccc2)P(c2ccccc2)(c2ccccc2)c2ccccc2)cc1. Yields the product COc1ncc(-c2cc(N3CCOCC3)nc(-c3cccc(NC(C)=O)c3)n2)cn1. RXN SMILES: [C:1]([CH3:2])(=[O:3])[NH:4][c:5]1[cH:6][c:7](-[c:11]2[n:12][c:13]([N:18]3[CH2:19][CH2:20][O:21][CH2:22][CH2:23]3)[cH:14][c:15]([Br:17])[n:16]2)[cH:8][cH:9][cH:10]1.[C:35](=[O:36])([OH:37])[O-:38].[CH3:117][O:118][CH2:119][CH2:120][O:121][CH3:122].[CH3:24][O:25][c:26]1[n:27][cH:28][c:29]([B:32]([OH:33])[OH:34])[cH:30][n:31]1.[Na+:39].[cH:40]1[cH:41][cH:42][c:43]([P:44]([Pd:45]([P:46]([c:47]2[cH:48][cH:49][cH:50][cH:51][cH:52]2)([c:53]2[cH:54][cH:55][cH:56][cH:57][cH:58]2)[c:59]2[cH:60][cH:61][cH:62][cH:63][cH:64]2)([P:65]([c:66]2[cH:67][cH:68][cH:69][cH:70][cH:71]2)([c:72]2[cH:73][cH:74][cH:75][cH:76][cH:77]2)[c:78]2[cH:79][cH:80][cH:81][cH:82][cH:83]2)[P:84]([c:85]2[cH:86][cH:87][cH:88][cH:89][cH:90]2)([c:91]2[cH:92][cH:93][cH:94][cH:95][cH:96]2)[c:97]2[cH:98][cH:99][cH:100][cH:101][cH:102]2)([c:103]2[cH:104][cH:105][cH:106][cH:107][cH:108]2)[c:109]2[cH:110][cH:111][cH:112][cH:113][cH:114]2)[cH:115][cH:116]1>>[C:1]([CH3:2])(=[O:3])[NH:4][c:5]1[cH:6][c:7](-[c:11]2[n:12][c:13]([N:18]3[CH2:19][CH2:20][O:21][CH2:22][CH2:23]3)[cH:14][c:15](-[c:29]3[cH:28][n:27][c:26]([O:25][CH3:24])[n:31][cH:30]3)[n:16]2)[cH:8][cH:9][cH:10]1. Starting materials: C(N)(=O)C(C(=O)OC)CC1=CC=C(C=C1)OCCC=1N=C(OC1C)C1=CC=CC=C1 (Methyl 2-carbamoyl-3-[4-[2-(5-methyl-2-phenyl-4-oxazolyl)ethoxy]phenyl]propionate), [OH-].[Na+] (sodium hydroxide). Run in CO (methanol), O1CCCC1 (tetrahydrofuran). Conditions: time 15 hour. Yields the product C(N)(=O)C(C(=O)O)CC1=CC=C(C=C1)OCCC=1N=C(OC1C)C1=CC=CC=C1 (2-Carbamoyl-3-[4-[2-(5-methyl-2-phenyl-4-oxazolyl)ethoxy]phenyl]propionic acid). Yield: 97.7%. As a reaction SMILES: [C:1]([CH:4]([CH2:9][C:10]1[CH:15]=[CH:14][C:13]([O:16][CH2:17][CH2:18][C:19]2[N:20]=[C:21]([C:25]3[CH:30]=[CH:29][CH:28]=[CH:27][CH:26]=3)[O:22][C:23]=2[CH3:24])=[CH:12][CH:11]=1)[C:5]([O:7]C)=[O:6])(=[O:3])[NH2:2].[OH-].[Na+]>CO.O1CCCC1>[C:1]([CH:4]([CH2:9][C:10]1[CH:11]=[CH:12][C:13]([O:16][CH2:17][CH2:18][C:19]2[N:20]=[C:21]([C:25]3[CH:30]=[CH:29][CH:28]=[CH:27][CH:26]=3)[O:22][C:23]=2[CH3:24])=[CH:14][CH:15]=1)[C:5]([OH:7])=[O:6])(=[O:3])[NH2:2] |f:1.2|. Procedure details: Methyl 2-carbamoyl-3-[4-[2-(5-methyl-2-phenyl-4-oxazolyl)ethoxy]phenyl]propionate (1.80 g, 4.41 mmol) obtained in Example 2 was dissolved in methanol (20 ml) and tetrahydrofuran (20 ml), and 2.5N aqueous sodium hydroxide solution (2.5 ml, 6.16 mmol) was added at room temperature. The mixture was stirred for 15 hr and the solvent was evaporated. To the residue was added 10% aqueous sodium hydroxide solution (50 ml) and the mixture was washed three times with ethyl acetate (30 ml). To the aqueous ... The reactants are CN=C=O, CCO, CN(C)Cc1ccc(CSCCNC(=O)c2cccc(N)c2)o1. Yields the product CNC(=O)Nc1cccc(C(=O)NCCSCc2ccc(CN(C)C)o2)c1. RXN SMILES: [CH3:1][N:2]=[C:3]=[O:4].[CH3:28][CH2:29][OH:30].[NH2:5][c:6]1[cH:7][c:8]([C:9](=[O:10])[NH:11][CH2:12][CH2:13][S:14][CH2:15][c:16]2[o:17][c:18]([CH2:21][N:22]([CH3:23])[CH3:24])[cH:19][cH:20]2)[cH:25][cH:26][cH:27]1>>[CH3:1][NH:2][C:3](=[O:4])[NH:5][c:6]1[cH:7][c:8]([C:9](=[O:10])[NH:11][CH2:12][CH2:13][S:14][CH2:15][c:16]2[o:17][c:18]([CH2:21][N:22]([CH3:23])[CH3:24])[cH:19][cH:20]2)[cH:25][cH:26][cH:27]1. Reactants: C(C)(=O)Cl (Acetyl chloride), Cl.C(C)N1N=CC2=C1N=CC(=C2NC2CCOCC2)C2=NC(=NO2)CC2CCNCC2 (1-Ethyl-5-[3-(4-piperidinylmethyl)-1,2,4-oxadiazol-5-yl]-N-(tetrahydro-2H-pyran-4-yl)-1H-pyrazolo[3,4-b]pyridin-4-amine hydrochloride), C(C)(C)N(CC)C(C)C (diisopropylethylamine), C(C)(=O)Cl (acetyl chloride), C(C)(C)N(CC)C(C)C (diisopropylethylamine). Solvent: C(Cl)(Cl)Cl (chloroform). Run at time 1.5 hour. Product: C(C)(=O)N1CCC(CC1)CC1=NOC(=N1)C1=C(C2=C(N=C1)N(N=C2)CC)NC2CCOCC2 (5-{3-[(1-Acetyl-4-piperidinyl)methyl]-1,2,4-oxadiazol-5-yl}-1-ethyl-N-(tetrahydro-2H-pyran-4-yl)-1H-pyrazolo[3,4-b]pyridin-4-amine). Reaction SMILES: [C:1](Cl)(=[O:3])[CH3:2].Cl.[CH2:6]([N:8]1[C:12]2[N:13]=[CH:14][C:15]([C:24]3[O:28][N:27]=[C:26]([CH2:29][CH:30]4[CH2:35][CH2:34][NH:33][CH2:32][CH2:31]4)[N:25]=3)=[C:16]([NH:17][CH:18]3[CH2:23][CH2:22][O:21][CH2:20][CH2:19]3)[C:11]=2[CH:10]=[N:9]1)[CH3:7].C(N(C(C)C)CC)(C)C>C(Cl)(Cl)Cl>[C:1]([N:33]1[CH2:34][CH2:35][CH:30]([CH2:29][C:26]2[N:25]=[C:24]([C:15]3[CH:14]=[N:13][C:12]4[N:8]([CH2:6][CH3:7])[N:9]=[CH:10][C:11]=4[C:16]=3[NH:17][CH:18]3[CH2:19][CH2:20][O:21][CH2:22][CH2:23]3)[O:28][N:27]=2)[CH2:31][CH2:32]1)(=[O:3])[CH3:2] |f:1.2|. Procedure details: Acetyl chloride (0.04 mmol) was added to a stirred solution of Intermediate 125 (0.033 mmol) and diisopropylethylamine (0.1 mmol) in chloroform (1 ml) at room temperature. After stirring at room temperature for 1.5 h, a further quantity of acetyl chloride (0.04 mmol) and diisopropylethylamine (0.1 mmol) were added to the reaction mixture. After 3.5 h the reaction mixture was applied to a SPE cartridge (aminopropyl, 1 g) and the cartridge was eluted sequentially with chlororm, ethyl acetate and m... Starting materials: C(CCC)C=1N(C(N(N1)C1=C(C=CC=C1)Cl)=O)CC1=CC=C(C=C1)C1=C(C=CC=C1)S(NC(C)(C)C)(=O)=O (5-n-butyl-4-[[2'-(N-t-butylsulfamoyl)biphenyl-4-yl]methyl]-2-(2-chlorophenyl)-2,4-dihydro-3H-1,2,4-triazol-3-one). Reagents/catalysts: C1(=CC=CC=C1)OC (anisole). Run in FC(C(=O)O)(F)F (trifluoroacetic acid). Conditions: time 2 day. Product: C(CCC)C=1N(C(N(N1)C1=C(C=CC=C1)Cl)=O)CC1=CC=C(C=C1)C1=C(C=CC=C1)S(N)(=O)=O (5-n-Butyl-2-(2-chlorophenyl)-2,4-dihydro-4-[(2'-sulfamoylbiphenyl-4-yl)methyl]-3H-1,2,4-triazol-3-one). Yield: 89.2%. RXN SMILES: [CH2:1]([C:5]1[N:6]([CH2:18][C:19]2[CH:24]=[CH:23][C:22]([C:25]3[CH:30]=[CH:29][CH:28]=[CH:27][C:26]=3[S:31](=[O:38])(=[O:37])[NH:32]C(C)(C)C)=[CH:21][CH:20]=2)[C:7](=[O:17])[N:8]([C:10]2[CH:15]=[CH:14][CH:13]=[CH:12][C:11]=2[Cl:16])[N:9]=1)[CH2:2][CH2:3][CH3:4]>FC(F)(F)C(O)=O.C1(OC)C=CC=CC=1>[CH2:1]([C:5]1[N:6]([CH2:18][C:19]2[CH:24]=[CH:23][C:22]([C:25]3[CH:30]=[CH:29][CH:28]=[CH:27][C:26]=3[S:31](=[O:37])(=[O:38])[NH2:32])=[CH:21][CH:20]=2)[C:7](=[O:17])[N:8]([C:10]2[CH:15]=[CH:14][CH:13]=[CH:12][C:11]=2[Cl:16])[N:9]=1)[CH2:2][CH2:3][CH3:4]. Procedure details: A solution of 122 mg (0.221 mmole) of 5-n-butyl-4-[[2'-(N-t-butylsulfamoyl)biphenyl-4-yl]methyl]-2-(2-chlorophenyl)-2,4-dihydro-3H-1,2,4-triazol-3-one in 2.2 ml of anhydrous trifluoroacetic acid (TFA) containing 2 drops of anisole was stirred at room temperature under N2 for 2 days. The TFA was removed under a gentle stream of N2 followed by co-evaporation in vacuo 2× with toluene. The residue was chromatographed on a silica gel column (gradient elution with 0.5-2% MeOH in CH2Cl2). Concentration... Starting materials: BrC=1C=C2C(=C(C=NC2=CC1)C(CC)=O)Cl (1-(6-bromo-4-chloroquinolin-3-yl)propan-1-one), resultant suspension, C(C)(=O)O.C(C)(=O)O.CN(C)C[C@@H]1CC[C@H](CC1)N (trans-4-((dimethylamino)methyl)cyclohexanamine diacetic acid salt), C(=O)([O-])[O-].[Cs+].[Cs+] (Cs2CO3). Run in O1CCOCC1 (dioxane), CN(C)C=O (DMF), C(C)(=O)OCC (ethyl acetate). Conditions: time 5.5 hour. The product is BrC=1C=C2C(=C(C=NC2=CC1)C(CC)=O)N[C@@H]1CC[C@H](CC1)CN(C)C (1-(6-bromo-4-((trans-4-((dimethylamino)methyl)cyclohexyl)amino)quinolin-3-yl)propan-1-one). Isolated yield 57.7%. As a reaction SMILES: [Br:1][C:2]1[CH:3]=[C:4]2[C:9](=[CH:10][CH:11]=1)[N:8]=[CH:7][C:6]([C:12](=[O:15])[CH2:13][CH3:14])=[C:5]2Cl.C(O)(=O)C.C(O)(=O)C.[CH3:25][N:26]([CH2:28][C@H:29]1[CH2:34][CH2:33][C@H:32]([NH2:35])[CH2:31][CH2:30]1)[CH3:27].C([O-])([O-])=O.[Cs+].[Cs+]>O1CCOCC1.CN(C=O)C.C(OCC)(=O)C>[Br:1][C:2]1[CH:3]=[C:4]2[C:9](=[CH:10][CH:11]=1)[N:8]=[CH:7][C:6]([C:12](=[O:15])[CH2:13][CH3:14])=[C:5]2[NH:35][C@H:32]1[CH2:33][CH2:34][C@H:29]([CH2:28][N:26]([CH3:27])[CH3:25])[CH2:30][CH2:31]1 |f:1.2.3,4.5.6|. Reported procedure: To a suspension of 1-(6-bromo-4-chloroquinolin-3-yl)propan-1-one (500 mg, 1.67 mmol) in dioxane (10 mL) and DMF (4 mL) was added trans-4-((dimethylamino)methyl)cyclohexanamine diacetic acid salt (583 mg, 2.11 mmol) and Cs2CO3 (3.27 g, 10.0 mmol). The resultant suspension was then heated to 90° C. and stirred for 5.5 h. The reaction mixture was cooled to room temperature and diluted with ethyl acetate. The solution was then washed with saturated sodium bicarbonate, water and then brine, dried ove... Reactants: ClCC=1N=C(OC1C)C=1C=NC=CC1 (3-(4-chloromethyl-5-methyl-1,3-oxazol-2-yl)pyridine), C([O-])([O-])=O.[K+].[K+] (potassium carbonate), O=CC1=CC(OC)=C(O)C=C1 (vanillin), CN(C=O)C (N,N-dimethylformamide). The solvent is O (Water). Reaction conditions: temperature 90 celsius, time 2 hour. Product: COC=1C=C(C=O)C=CC1OCC=1N=C(OC1C)C=1C=NC=CC1 (3-methoxy-4-[(5-methyl-2-pyridin-3-yl-1,3-oxazol-4-yl)methoxy]benzaldehyde). The yield is 81.4%. RXN SMILES: Cl[CH2:2][C:3]1[N:4]=[C:5]([C:9]2[CH:10]=[N:11][CH:12]=[CH:13][CH:14]=2)[O:6][C:7]=1[CH3:8].C(=O)([O-])[O-].[K+].[K+].[O:21]=[CH:22][C:23]1[CH:31]=[CH:30][C:28]([OH:29])=[C:25]([O:26][CH3:27])[CH:24]=1.CN(C)C=O>O>[CH3:27][O:26][C:25]1[CH:24]=[C:23]([CH:31]=[CH:30][C:28]=1[O:29][CH2:2][C:3]1[N:4]=[C:5]([C:9]2[CH:10]=[N:11][CH:12]=[CH:13][CH:14]=2)[O:6][C:7]=1[CH3:8])[CH:22]=[O:21] |f:1.2.3|. Reported procedure: A mixture of 3-(4-chloromethyl-5-methyl-1,3-oxazol-2-yl)pyridine (3.00 g), potassium carbonate (1.89 g), vanillin (2.08 g) and N,N-dimethylformamide (50 mL) was stirred at 90° C. for 2 hrs. Water was poured into the reaction mixture, and the mixture was extracted with ethyl acetate. The ethyl acetate layer was washed with saturated brine, dried over anhydrous magnesium sulfate and concentrated. The residue was subjected to silica gel column chromatography to give 3-methoxy-4-[(5-methyl-2-pyridin... Procedure: To a mixture of Boc-L-Ala-D-Glu(OH)OMe (1) (1.94 g), L-Lys(ε-Z)-GlyOEt (2) (1.67 g) and 1-(4-chlorobenzenesulfonyloxy)-6-chlorobenzotriazole (1.72 g) in methylene chloride (100 ml) was added N-methylmorpholine (1.01 g) and the mixture was stirred for 2 days at room temperature. The reaction mixture was washed sccessively with 5% aqueous sodium bicarbonate, water, 5% hydrochloric acid and water and dried over magnesium sulfate. After evaporation of the solvent, the resulting crystalline mass was ... RXN SMILES: N([C:17]([O:19][C:20]([CH3:23])([CH3:22])[CH3:21])=[O:18])[C@H](C(N[C@@H](C(OC)=O)CCC(=O)O)=O)C.C([CH2:31][C@H:32]([NH2:36])[C:33]([OH:35])=[O:34])C[C@@H](N)C(O)=O.N[CH2:38][C:39]([OH:41])=O.ClC1C=CC(S(ON2C3C=C(Cl)C=[CH:61][C:56]=3[N:55]=N2)(=O)=O)=CC=1.CN1CC[O:67]CC1>C(Cl)Cl>[NH:36]([C:17]([O:19][C:20]([CH3:21])([CH3:22])[CH3:23])=[O:18])[C@@H:32]([C:33]([O:35][N:55]1[C:39](=[O:41])[CH2:38][CH2:61][C:56]1=[O:67])=[O:34])[CH3:31] |f:1.2|. Run in C(Cl)Cl (methylene chloride). The product is N([C@H](C)C(=O)ON1C(=O)CCC1=O)C(=O)OC(C)(C)C (Boc-D-Ala-OSu). Isolated yield 93.7%. The reactants are CN1CCOCC1 (N-methylmorpholine), N([C@@H](C)C(=O)N[C@H](CCC(O)=O)C(=O)OC)C(=O)OC(C)(C)C (Boc-L-Ala-D-Glu(OH)OMe), C(C[C@H](C(=O)O)N)C[C@@H](C(=O)O)N.NCC(=O)O (meso-DAP (D)GlyOH), ClC1=CC=C(C=C1)S(=O)(=O)ON1N=NC2=C1C=C(C=C2)Cl (1-(4-chlorobenzenesulfonyloxy)-6-chlorobenzotriazole). Reaction conditions: time 2 day.